Dataset: the Open Reaction Database (ORD), a public repository of structured organic reaction records. Task: describe an organic reaction: reactants, conditions, products, and yield Starting materials: [Br-], CCOC(=O)c1nnc(Cl)cc1Cl, C1CCOC1, COc1ccccc1[Mg+]. Yields the product COc1ccccc1C(=O)c1nnc(Cl)cc1Cl. RXN SMILES: [Br-:14].[CH2:1]([O:2][C:4](=[O:5])[c:6]1[n:7][n:8][c:9]([Cl:13])[cH:10][c:11]1[Cl:12])[CH3:3].[CH2:24]1[O:25][CH2:26][CH2:27][CH2:28]1.[CH3:15][O:16][c:17]1[c:18]([Mg+:23])[cH:19][cH:20][cH:21][cH:22]1>>[C:4](=[O:5])([c:6]1[n:7][n:8][c:9]([Cl:13])[cH:10][c:11]1[Cl:12])[c:18]1[c:17]([O:16][CH3:15])[cH:22][cH:21][cH:20][cH:19]1. Starting materials: ( 1 ), ( 1 ), C(CCCC=C)(=O)O (5-Hexenoic acid), C(C=C)O[C@@H]1C[C@@H](C2=CC(=CC=C12)OC)NC[C@H]([C@H](CC1=CC(=CC(=C1)Cl)Cl)N)O ((2R,3S)-1-((1S,3R)-3-(allyloxy)-6-methoxy-2,3-dihydro-1H-inden-1-ylamino)-3-amino-4-(3,5-dichloro-phenyl)butan-2-ol). Isolated yield 91.3%. As a reaction SMILES: [C:1]([OH:8])(=O)[CH2:2][CH2:3][CH2:4][CH:5]=[CH2:6].[CH2:9]([O:12][C@H:13]1[C:21]2[C:16](=[CH:17][C:18]([O:22][CH3:23])=[CH:19][CH:20]=2)[C@@H:15]([NH:24][CH2:25][C@@H:26]([OH:38])[C@@H:27]([NH2:37])[CH2:28][C:29]2[CH:34]=[C:33]([Cl:35])[CH:32]=[C:31]([Cl:36])[CH:30]=2)[CH2:14]1)[CH:10]=[CH2:11]>>[CH2:9]([O:12][C@H:13]1[C:21]2[C:16](=[CH:17][C:18]([O:22][CH3:23])=[CH:19][CH:20]=2)[C@@H:15]([NH:24][CH2:25][C@@H:26]([OH:38])[C@@H:27]([NH:37][C:1](=[O:8])[CH2:2][CH2:3][CH2:4][CH:5]=[CH2:6])[CH2:28][C:29]2[CH:30]=[C:31]([Cl:36])[CH:32]=[C:33]([Cl:35])[CH:34]=2)[CH2:14]1)[CH:10]=[CH2:11]. Procedure details: Step DQ (1): 5-Hexenoic acid (Alfa Aesar, 0.096 mmole) and (2R,3S)-1-((1S,3R)-3-(allyloxy)-6-methoxy-2,3-dihydro-1H-inden-1-ylamino)-3-amino-4-(3,5-dichloro-phenyl)butan-2-ol (0.04 mmol, from Preparation BG) were coupled by a procedure analogous to Step DL (1) to afford 20 mg of N-((2S,3R)-4-((1S,3R)-3-(allyloxy)-6-methoxy-2,3-dihydro-1H-inden-1-ylamino)-1-(3,5-dichlorophenyl)-3-hydroxy-butan-2-yl)hex-5-enamide as a clear oil. LC-MS Rt 2.1 min (method A), (M+H)+=547.1. Product: C(C=C)O[C@@H]1C[C@@H](C2=CC(=CC=C12)OC)NC[C@H]([C@H](CC1=CC(=CC(=C1)Cl)Cl)NC(CCCC=C)=O)O (N-((2S,3R)-4-((1S,3R)-3-(allyloxy)-6-methoxy-2,3-dihydro-1H-inden-1-ylamino)-1-(3,5-dichlorophenyl)-3-hydroxy-butan-2-yl)hex-5-enamide). Yields the product CCCCCCCCCCCCCCCCCC(=O)OC1CC(C)(C)N(OCC(C)(O)CON2C(C)(C)CC(OC(=O)CCCCCCCCCCCCCCCCC)CC2(C)C)C(C)(C)C1. RXN SMILES: [C:3]([CH2:4][CH2:5][CH2:6][CH2:7][CH2:8][CH2:9][CH2:10][CH2:11][CH2:12][CH2:13][CH2:14][CH2:15][CH2:16][CH2:17][CH2:18][CH2:19][CH3:20])(=[O:21])[O:22][CH:23]1[CH2:24][C:25]([CH3:32])([CH3:33])[N:26]([OH:31])[C:27]([CH3:29])([CH3:30])[CH2:28]1.[C:81]([OH:82])([CH3:83])([CH3:84])[CH3:85].[Cl-:38].[Na+:43].[Na+:44].[OH2:34].[OH2:35].[OH2:36].[OH2:37].[OH:1][OH:2].[OH:45][C:46]([CH2:47][O:48][N:49]1[C:50]([CH3:77])([CH3:78])[CH2:51][CH:52]([O:57][C:58]([CH2:59][CH2:60][CH2:61][CH2:62][CH2:63][CH2:64][CH2:65][CH2:66][CH2:67][CH2:68][CH2:69][CH2:70][CH2:71][CH2:72][CH2:73][CH2:74][CH3:75])=[O:76])[CH2:53][C:54]1([CH3:55])[CH3:56])([CH3:79])[CH3:80].[S:39]([O-:40])([O-:41])=[O:42]>>[C:3]([CH2:4][CH2:5][CH2:6][CH2:7][CH2:8][CH2:9][CH2:10][CH2:11][CH2:12][CH2:13][CH2:14][CH2:15][CH2:16][CH2:17][CH2:18][CH2:19][CH3:20])(=[O:21])[O:22][CH:23]1[CH2:24][C:25]([CH3:32])([CH3:33])[N:26]([O:31][CH2:80][C:46]([OH:45])([CH2:47][O:48][N:49]2[C:50]([CH3:77])([CH3:78])[CH2:51][CH:52]([O:57][C:58]([CH2:59][CH2:60][CH2:61][CH2:62][CH2:63][CH2:64][CH2:65][CH2:66][CH2:67][CH2:68][CH2:69][CH2:70][CH2:71][CH2:72][CH2:73][CH2:74][CH3:75])=[O:76])[CH2:53][C:54]2([CH3:55])[CH3:56])[CH3:79])[C:27]([CH3:29])([CH3:30])[CH2:28]1. Reactants: CCCCCCCCCCCCCCCCCC(=O)OC1CC(C)(C)N(O)C(C)(C)C1, CC(C)(C)O, [Cl-], [Na+], [Na+], O, O, O, O, OO, CCCCCCCCCCCCCCCCCC(=O)OC1CC(C)(C)N(OCC(C)(C)O)C(C)(C)C1, O=S([O-])[O-]. Reactants: CS(=O)(=O)Cl, CN(C)C=O, Cc1c[nH]c2c1C(=O)CC(c1ccccc1Cl)C2, [H-], [Na+]. Product: Cc1cn(S(C)(=O)=O)c2c1C(=O)CC(c1ccccc1Cl)C2. As a reaction SMILES: [CH3:21][S:22](=[O:23])(=[O:24])[Cl:25].[CH3:26][N:27]([CH3:28])[CH:29]=[O:30].[Cl:3][c:4]1[c:5]([CH:10]2[CH2:11][C:12](=[O:20])[c:13]3[c:14]([CH3:19])[cH:15][nH:16][c:17]3[CH2:18]2)[cH:6][cH:7][cH:8][cH:9]1.[H-:1].[Na+:2]>>[Cl:3][c:4]1[c:5]([CH:10]2[CH2:11][C:12](=[O:20])[c:13]3[c:14]([CH3:19])[cH:15][n:16]([S:22]([CH3:21])(=[O:23])=[O:24])[c:17]3[CH2:18]2)[cH:6][cH:7][cH:8][cH:9]1. Reactants: CC1=CC=C(C=CC(=O)OCC)C=C1 (ethyl p-methylcinnamate), BrN1C(CCC1=O)=O (N-bromosuccinimide), C(C1=CC=CC=C1)(=O)OOC(C1=CC=CC=C1)=O (benzoyl peroxide). The solvent is C(Cl)(Cl)(Cl)Cl (carbon tetrachloride). The product is BrCC1=CC=C(C=CC(=O)OCC)C=C1 (Ethyl p-(Bromomethyl)cinnamate). Yield: 55.0%. Reaction SMILES: [CH3:1][C:2]1[CH:14]=[CH:13][C:5]([CH:6]=[CH:7][C:8]([O:10][CH2:11][CH3:12])=[O:9])=[CH:4][CH:3]=1.[Br:15]N1C(=O)CCC1=O.C(OOC(=O)C1C=CC=CC=1)(=O)C1C=CC=CC=1>C(Cl)(Cl)(Cl)Cl>[Br:15][CH2:1][C:2]1[CH:14]=[CH:13][C:5]([CH:6]=[CH:7][C:8]([O:10][CH2:11][CH3:12])=[O:9])=[CH:4][CH:3]=1. Procedure details: A mixture of ethyl p-methylcinnamate (19.0 g., 0.1 mole), N-bromosuccinimide (19.6 g., 0.11 mole), benzoyl peroxide (200 mg.), and carbon tetrachloride is stirred and heated at reflux for 4 hours. The mixture is cooled and succinimide removed by filtration. The filtrate is washed with 5% sodium hydroxide solution, water, and brine, and dried over sodium sulfate. The solvent is removed at reduced pressure, and the residue is distilled in vacuo to yield 14.8 g. (55%) of the title compound, b.p. 13... The reactants are COC(C1=CN=C(C(=C1)Br)Cl)=O (5-bromo-6-chloro-nicotinic acid methyl ester), Cl.NC[C@@H]1[C@@H](CCCC1)O (cis-2-aminomethyl-1-cyclohexanol hydrochloride), Cl.C1(CC1)CNC (cyclopropylmethyl methylamine hydrochloride), ClC1=CC=C(C=C1)B(O)O ((4-chloro-phenyl)-boronic acid). Yields the product ClC1=CC=C(C=C1)C=1C(=NC=C(C(=O)NCC2C(CCCC2)O)C1)N(C)CC1CC1 (5-(4-chloro-phenyl)-6-(cyclopropylmethyl-methyl-amino)-N-((1RS,2RS)-2-hydroxy-cyclohexylmethyl)-nicotinamide). RXN SMILES: CO[C:3](=[O:12])[C:4]1[CH:9]=[C:8](Br)[C:7](Cl)=[N:6][CH:5]=1.Cl.[CH:14]1([CH2:17][NH:18][CH3:19])[CH2:16][CH2:15]1.[Cl:20][C:21]1[CH:26]=[CH:25][C:24](B(O)O)=[CH:23][CH:22]=1.Cl.[NH2:31][CH2:32][C@H:33]1[CH2:38][CH2:37][CH2:36][CH2:35][C@H:34]1[OH:39]>>[Cl:20][C:21]1[CH:26]=[CH:25][C:24]([C:8]2[C:7]([N:18]([CH2:17][CH:14]3[CH2:16][CH2:15]3)[CH3:19])=[N:6][CH:5]=[C:4]([CH:9]=2)[C:3]([NH:31][CH2:32][CH:33]2[CH2:38][CH2:37][CH2:36][CH2:35][CH:34]2[OH:39])=[O:12])=[CH:23][CH:22]=1 |f:1.2,4.5|. Procedure details: The title compound was synthesized in analogy to Example 74, using 5-bromo-6-chloro-nicotinic acid methyl ester, cyclopropylmethyl methylamine hydrochloride, (4-chloro-phenyl)-boronic acid and cis-2-aminomethyl-1-cyclohexanol hydrochloride as starting materials to yield 5-(4-chloro-phenyl)-6-(cyclopropylmethyl-methyl-amino)-N-((1RS,2RS)-2-hydroxy-cyclohexylmethyl)-nicotinamide. MS (ISP) 428.1 (M+H)+.